From a dataset of the Open Reaction Database (ORD), a public repository of structured organic reaction records. describe an organic reaction: reactants, conditions, products, and yield The reactants are C(C1=CC=CC=C1)OC(NCCO[C@H]1[C@@H](O)[C@@H](O)[C@H](O)[C@H](O1)CO)=O (benzyl[2-(β-D-mannopyranosyloxy)ethyl]carbamate). Reagents/catalysts: [Pd] (Pd/C). Run in O (water). Run at time 4 hour. Product: O([C@H]1[C@@H](O)[C@@H](O)[C@H](O)[C@H](O1)CO)CCN (2-aminoethyl β-D-mannopyranoside). Reaction SMILES: C(OC(=O)[NH:10][CH2:11][CH2:12][O:13][C@@H:14]1[O:22][C@H:21]([CH2:23][OH:24])[C@@H:19]([OH:20])[C@H:17]([OH:18])[C@@H:15]1[OH:16])C1C=CC=CC=1>O.[Pd]>[O:13]([CH2:12][CH2:11][NH2:10])[C@@H:14]1[O:22][C@H:21]([CH2:23][OH:24])[C@@H:19]([OH:20])[C@H:17]([OH:18])[C@@H:15]1[OH:16]. Procedure details: A mixture of benzyl[2-(β-D-mannopyranosyloxy)ethyl]carbamate (133 mg, 0.372 mmol), and Pd/C (20 mg, 0.019 mmol) in water (5 mL) was allowed to stir under a balloon of H2 at rt for 4 hr. The catalyst was filtered off and washed with H2O (3×5 mL). The fitrate was concentrated to give the title compound. 1H NMR (CD3OD) δ 4.53-4.52 (1H, m), 3.93-3.85 (3H, m), 3.72-3.64 (2H, m), 3.53-3.49 (1H, m), 3.44-3.42 (1H, m), 3.22-3.18 (1H, m), 2.92-2.85 (2H, m). The reactants are COC1=C(C=CC(=C1)OC)C1CC(=NCCS1)C=1C(OC(=CC1O)C)=O (3-[7-(2,4-Dimethoxyphenyl)-2,3,6,7-tetrahydro-[1,4]thiazepin-5-yl]-4-hydroxy-6-methyl-pyran-2-one), ClC=1C(C(=C(C(C1Cl)=O)C#N)C#N)=O (2,3-dichloro-5,6-dicyano-1,4-benzoquinone). Run in C1(=CC=CC=C1)C (toluene). Reaction conditions: temperature 80 celsius. Yields the product COC1=C(C=CC(=C1)OC)C1=CC(=NCCS1)C=1C(OC(=CC1O)C)=O (3-[7-(2,4-dimethoxy-phenyl)-2,3-dihydro-[1,4]thiazepin-5-yl]-4-hydroxy-6-methyl-pyran-2-one). The yield is 24.0%. As a reaction SMILES: [CH3:1][O:2][C:3]1[CH:8]=[C:7]([O:9][CH3:10])[CH:6]=[CH:5][C:4]=1[CH:11]1[S:17][CH2:16][CH2:15][N:14]=[C:13]([C:18]2[C:19](=[O:26])[O:20][C:21]([CH3:25])=[CH:22][C:23]=2[OH:24])[CH2:12]1.ClC1C(=O)C(C#N)=C(C#N)C(=O)C=1Cl>C1(C)C=CC=CC=1>[CH3:1][O:2][C:3]1[CH:8]=[C:7]([O:9][CH3:10])[CH:6]=[CH:5][C:4]=1[C:11]1[S:17][CH2:16][CH2:15][N:14]=[C:13]([C:18]2[C:19](=[O:26])[O:20][C:21]([CH3:25])=[CH:22][C:23]=2[OH:24])[CH:12]=1. Procedure: 3-[7-(2,4-Dimethoxyphenyl)-2,3,6,7-tetrahydro-[1,4]thiazepin-5-yl]-4-hydroxy-6-methyl-pyran-2-one (150 mg, 0.39 mmol), prepared as in Reference 5, was dissolved in toluene (2 ml) and 2,3-dichloro-5,6-dicyano-1,4-benzoquinone (0.3 mL, 35 wt % in water) was added to the solution. The mixture was stirred at 80° C. The reaction was monitored by analytical HPLC and after reaction was complete (20 minutes) the solvent was then removed in vacuo. Product was purified by preparative HPLC (RPC18 column, 2... Yields the product CN1CCN(c2nc3c(cc2F)c(=O)c(C(=O)O)cn3CCF)CC1. As a reaction SMILES: [CH:25]([OH:26])=[O:27].[F:1][c:2]1[cH:3][c:4]2[c:5](=[O:24])[c:6]([C:21](=[O:22])[OH:23])[cH:7][n:8]([CH2:18][CH2:19][F:20])[c:9]2[n:10][c:11]1[N:12]1[CH2:13][CH2:14][NH:15][CH2:16][CH2:17]1>>[F:1][c:2]1[cH:3][c:4]2[c:5](=[O:24])[c:6]([C:21](=[O:22])[OH:23])[cH:7][n:8]([CH2:18][CH2:19][F:20])[c:9]2[n:10][c:11]1[N:12]1[CH2:13][CH2:14][N:15]([CH3:25])[CH2:16][CH2:17]1. Reactants: O=CO, O=C(O)c1cn(CCF)c2nc(N3CCNCC3)c(F)cc2c1=O. Starting materials: ClC1=CC=C2CC(NC2=C1)=O (6-chlorooxindole), N1CCCC1 (pyrrolidine), COC(COC1=C(C=C(C=C1)Cl)C=O)=O ((4-chloro-2-formyl-phenoxy)-acetic acid methyl ester). Run in CO (methanol). Product: COC(COC1=C(C=C(C=C1)Cl)\C=C\1/C(NC2=CC(=CC=C12)Cl)=O)=O (Z-[4-Chloro-2-(6-chloro-2-oxo-1,2-dihydro-indol-3-ylidenemethyl)-phenoxy]-acetic acid methyl ester). The yield is 74.6%. As a reaction SMILES: [CH3:1][O:2][C:3](=[O:15])[CH2:4][O:5][C:6]1[CH:11]=[CH:10][C:9]([Cl:12])=[CH:8][C:7]=1[CH:13]=O.[Cl:16][C:17]1[CH:25]=[C:24]2[C:20]([CH2:21][C:22](=[O:26])[NH:23]2)=[CH:19][CH:18]=1.N1CCCC1>CO>[CH3:1][O:2][C:3](=[O:15])[CH2:4][O:5][C:6]1[CH:11]=[CH:10][C:9]([Cl:12])=[CH:8][C:7]=1/[CH:13]=[C:21]1\[C:22](=[O:26])[NH:23][C:24]2[C:20]\1=[CH:19][CH:18]=[C:17]([Cl:16])[CH:25]=2. Procedure: In a manner similar to the method described in Example 227b, (4-chloro-2-formyl-phenoxy)-acetic acid methyl ester (34 g, 149 mmol) was reacted with 6-chlorooxindole (20.7 g, 124 mmol) and pyrrolidine (10.58 g, 149 mmol) in methanol to give title compound as a yellow solid (35 g).